Dataset: the Open Reaction Database (ORD), a public repository of structured organic reaction records. Task: describe an organic reaction: reactants, conditions, products, and yield Starting materials: N(=[N+]=[N-])C1CCC=2N(C3=CC=CC=C3C2CC(=O)OCCC)C1 (propyl (7-azido-6,7,8,9-tetrahydropyrido[1,2-α]indol-10-yl)acetate), C(#C)C1=CC=CC2=CC=CC=C12 (1-ethynylnaphthalene). Yields the product C1(=CC=CC2=CC=CC=C12)C=1N=NN(C1)C1CCC=2N(C3=CC=CC=C3C2CC(=O)O)C1 ([7-(4-Naphthalen-1-yl-[1,2,3]triazol-1-yl)-6,7,8,9-tetrahydropyrido[1,2-α]indol-10-yl]-acetic acid). As a reaction SMILES: [N:1]([CH:4]1[CH2:23][N:8]2[C:9]3[C:14]([C:15]([CH2:16][C:17]([O:19]CCC)=[O:18])=[C:7]2[CH2:6][CH2:5]1)=[CH:13][CH:12]=[CH:11][CH:10]=3)=[N+:2]=[N-:3].[C:24]([C:26]1[C:35]2[C:30](=[CH:31][CH:32]=[CH:33][CH:34]=2)[CH:29]=[CH:28][CH:27]=1)#[CH:25]>>[C:26]1([C:24]2[N:3]=[N:2][N:1]([CH:4]3[CH2:23][N:8]4[C:9]5[C:14]([C:15]([CH2:16][C:17]([OH:19])=[O:18])=[C:7]4[CH2:6][CH2:5]3)=[CH:13][CH:12]=[CH:11][CH:10]=5)[CH:25]=2)[C:35]2[C:30](=[CH:31][CH:32]=[CH:33][CH:34]=2)[CH:29]=[CH:28][CH:27]=1. Reported procedure: The title compound was prepared using procedures described in EXAMPLE 1 from propyl (7-azido-6,7,8,9-tetrahydropyrido[1,2-α]indol-10-yl)acetate and 1-ethynylnaphthalene. MS (+ESI) m/z: 423.2. Reactants: [Li]CCCC, N#Cc1ccc(N2CCN(Cc3ccccc3)C(=O)C2)cc1C(F)(F)F, CCI, C1CCOC1, CCCCCC, CC(C)NC(C)C, [Cl-], [NH4+]. Product: CCC1C(=O)N(Cc2ccccc2)CCN1c1ccc(C#N)c(C(F)(F)F)c1. RXN SMILES: [CH2:14]([Li:15])[CH2:16][CH2:17][CH3:18].[CH2:19]([c:20]1[cH:21][cH:22][cH:23][cH:24][cH:25]1)[N:26]1[C:27](=[O:44])[CH2:28][N:29]([c:32]2[cH:33][c:34]([C:40]([F:41])([F:42])[F:43])[c:35]([C:36]#[N:37])[cH:38][cH:39]2)[CH2:30][CH2:31]1.[CH2:45]([I:46])[CH3:47].[CH2:50]1[O:51][CH2:52][CH2:53][CH2:54]1.[CH3:8][CH2:9][CH2:10][CH2:11][CH2:12][CH3:13].[CH:1]([CH3:2])([NH:3][CH:4]([CH3:5])[CH3:6])[CH3:7].[Cl-:48].[NH4+:49]>>[CH2:1]([CH3:2])[CH:28]1[C:27](=[O:44])[N:26]([CH2:19][c:20]2[cH:21][cH:22][cH:23][cH:24][cH:25]2)[CH2:31][CH2:30][N:29]1[c:32]1[cH:33][c:34]([C:40]([F:41])([F:42])[F:43])[c:35]([C:36]#[N:37])[cH:38][cH:39]1. Starting materials: CN(C)C1CCC(C(=O)Nc2c(C(=O)Nc3ccc(Cl)cn3)oc3ccccc23)CC1, CI. Product: C[N+](C)(C)C1CCC(C(=O)Nc2c(C(=O)Nc3ccc(Cl)cn3)oc3ccccc23)CC1, [I-]. RXN SMILES: [CH3:1][N:2]([CH:3]1[CH2:4][CH2:5][CH:6]([C:9](=[O:10])[NH:11][c:12]2[c:13]([C:21](=[O:22])[NH:23][c:24]3[n:25][cH:26][c:27]([Cl:30])[cH:28][cH:29]3)[o:14][c:15]3[c:16]2[cH:17][cH:18][cH:19][cH:20]3)[CH2:7][CH2:8]1)[CH3:31].[CH3:32][I:33]>>[CH3:1][N+:2]([CH:3]1[CH2:4][CH2:5][CH:6]([C:9](=[O:10])[NH:11][c:12]2[c:13]([C:21](=[O:22])[NH:23][c:24]3[n:25][cH:26][c:27]([Cl:30])[cH:28][cH:29]3)[o:14][c:15]3[c:16]2[cH:17][cH:18][cH:19][cH:20]3)[CH2:7][CH2:8]1)([CH3:31])[CH3:32].[I-:33]. Reactants: [BH4-], CC#N, O=C(Cc1ccc(O)cc1)N(CCc1cccc(OCc2ccccc2)c1)c1ccc(Cl)c(Cl)c1, [Na+], O=P(Cl)(Cl)Cl. Product: Oc1ccc(CC2c3ccc(OCc4ccccc4)cc3CCN2c2ccc(Cl)c(Cl)c2)cc1. RXN SMILES: [BH4-:41].[CH3:43][C:44]#[N:45].[Cl:1][c:2]1[cH:3][c:4]([N:9]([C:10]([CH2:11][c:12]2[cH:13][cH:14][c:15]([OH:18])[cH:16][cH:17]2)=[O:19])[CH2:20][CH2:21][c:22]2[cH:23][c:24]([O:28][CH2:29][c:30]3[cH:31][cH:32][cH:33][cH:34][cH:35]3)[cH:25][cH:26][cH:27]2)[cH:5][cH:6][c:7]1[Cl:8].[Na+:42].[P:36]([Cl:37])([Cl:38])([Cl:39])=[O:40]>>[Cl:1][c:2]1[cH:3][c:4]([N:9]2[CH:10]([CH2:11][c:12]3[cH:13][cH:14][c:15]([OH:18])[cH:16][cH:17]3)[c:27]3[c:22]([cH:23][c:24]([O:28][CH2:29][c:30]4[cH:31][cH:32][cH:33][cH:34][cH:35]4)[cH:25][cH:26]3)[CH2:21][CH2:20]2)[cH:5][cH:6][c:7]1[Cl:8]. Reactants: C1(=CC=CC=C1)NO (N-phenylhydroxylamine), ClC1=CC=C(C=NC2=C(C=C(C=C2)Cl)C)C=C1 (N-(p-chlorobenzylidene)-2-methyl-4-chloroaniline). The solvent is CCOCC (ether), CCOCC (ether). Run at time 15 minute. Yields the product ClC1=CC=C(C=C1)C=[N+]([O-])C1=CC=CC=C1 (α-p-chlorophenyl-N-phenylnitrone). Reaction SMILES: [C:1]1([NH:7][OH:8])[CH:6]=[CH:5][CH:4]=[CH:3][CH:2]=1.[Cl:9][C:10]1[CH:25]=[CH:24][C:13]([CH:14]=NC2C=CC(Cl)=CC=2C)=[CH:12][CH:11]=1>CCOCC>[Cl:9][C:10]1[CH:25]=[CH:24][C:13]([CH:14]=[N+:7]([C:1]2[CH:6]=[CH:5][CH:4]=[CH:3][CH:2]=2)[O-:8])=[CH:12][CH:11]=1. Procedure: N-phenylhydroxylamine (0.052 mole) was dissolved in ether (20 cc). This solution was treated with N-(p-chlorobenzylidene)-2-methyl-4-chloroaniline (13.8 g.) dissolved in ether (50 cc). After 15 min., white crystals had begun to form. Filtration and washing with ether gave α-p-chlorophenyl-N-phenylnitrone. Starting materials: CCOC(C)=O, [H][H], CC(C)(C)[Si](OC(C=CC1C(O)CC2OC(O)CC21)c1cc2ccccc2s1)(c1ccccc1)c1ccccc1. Yields the product CC(C)(C)[Si](OC(CCC1C(O)CC2OC(O)CC21)c1cc2ccccc2s1)(c1ccccc1)c1ccccc1. RXN SMILES: [CH3:43][CH2:44][O:45][C:46](=[O:47])[CH3:48].[H:41][H:42].[s:1]1[c:2]2[c:3]([cH:4][c:5]1[CH:6]([CH:7]=[CH:8][CH:9]1[CH:10]([OH:18])[CH2:11][CH:12]3[O:13][CH:14]([OH:17])[CH2:15][CH:16]13)[O:19][Si:20]([c:21]1[cH:22][cH:23][cH:24][cH:25][cH:26]1)([c:27]1[cH:28][cH:29][cH:30][cH:31][cH:32]1)[C:33]([CH3:34])([CH3:35])[CH3:36])[cH:37][cH:38][cH:39][cH:40]2>>[s:1]1[c:2]2[c:3]([cH:4][c:5]1[CH:6]([CH2:7][CH2:8][CH:9]1[CH:10]([OH:18])[CH2:11][CH:12]3[O:13][CH:14]([OH:17])[CH2:15][CH:16]13)[O:19][Si:20]([c:21]1[cH:22][cH:23][cH:24][cH:25][cH:26]1)([c:27]1[cH:28][cH:29][cH:30][cH:31][cH:32]1)[C:33]([CH3:34])([CH3:35])[CH3:36])[cH:37][cH:38][cH:39][cH:40]2. The reactants are CCN=C=NCCCN(C)C, CCN(C(C)C)C(C)C, ClCCl, COc1ccc(Cn2nc(N3CCC(N(C)C)CC3)c3c(Oc4ccc(N)cc4F)ccnc32)cc1, O=C(O)C1(c2nc3ccccc3o2)CC1. Yields the product COc1ccc(Cn2nc(N3CCC(N(C)C)CC3)c3c(Oc4ccc(NC(=O)C5(c6nc7ccccc7o6)CC5)cc4F)ccnc32)cc1. As a reaction SMILES: [CH3:25][CH2:26][N:27]=[C:28]=[N:29][CH2:30][CH2:31][CH2:32][N:33]([CH3:34])[CH3:35].[CH:16]([N:17]([CH2:18][CH3:19])[CH:20]([CH3:21])[CH3:22])([CH3:23])[CH3:24].[Cl:72][CH2:73][Cl:74].[NH2:36][c:37]1[cH:38][c:39]([F:71])[c:40]([O:41][c:42]2[c:43]3[c:44]([n:45][cH:46][cH:47]2)[n:48]([CH2:60][c:61]2[cH:62][cH:63][c:64]([O:67][CH3:68])[cH:65][cH:66]2)[n:49][c:50]3[N:51]2[CH2:52][CH2:53][CH:54]([N:57]([CH3:58])[CH3:59])[CH2:55][CH2:56]2)[cH:69][cH:70]1.[o:1]1[c:2]([C:10]2([C:13](=[O:14])[OH:15])[CH2:11][CH2:12]2)[n:3][c:4]2[c:5]1[cH:6][cH:7][cH:8][cH:9]2>>[o:1]1[c:2]([C:10]2([C:13](=[O:15])[NH:36][c:37]3[cH:38][c:39]([F:71])[c:40]([O:41][c:42]4[c:43]5[c:44]([n:45][cH:46][cH:47]4)[n:48]([CH2:60][c:61]4[cH:62][cH:63][c:64]([O:67][CH3:68])[cH:65][cH:66]4)[n:49][c:50]5[N:51]4[CH2:52][CH2:53][CH:54]([N:57]([CH3:58])[CH3:59])[CH2:55][CH2:56]4)[cH:69][cH:70]3)[CH2:11][CH2:12]2)[n:3][c:4]2[c:5]1[cH:6][cH:7][cH:8][cH:9]2.